From a dataset of the Open Reaction Database (ORD), a public repository of structured organic reaction records. describe an organic reaction: reactants, conditions, products, and yield Starting materials: CC(=O)O[BH-](OC(C)=O)OC(C)=O, CC(C)(C)OC(=O)N1CCC(=O)CC1, C=CCN, CC(=O)O, ClCCCl, [Na+]. The product is C=CCNC1CCN(C(=O)OC(C)(C)C)CC1. Reaction SMILES: [C:23]([O:24][BH-:25]([O:26][C:27](=[O:28])[CH3:29])[O:30][C:31](=[O:32])[CH3:33])(=[O:34])[CH3:35].[C:9]([CH3:10])([CH3:11])([CH3:12])[O:13][C:14](=[O:15])[N:16]1[CH2:17][CH2:18][C:19](=[O:22])[CH2:20][CH2:21]1.[CH2:1]([CH:2]=[CH2:3])[NH2:4].[CH3:5][C:6](=[O:7])[OH:8].[Cl:37][CH2:38][CH2:39][Cl:40].[Na+:36]>>[CH2:1]([CH:2]=[CH2:3])[NH:4][CH:19]1[CH2:18][CH2:17][N:16]([C:14]([O:13][C:9]([CH3:10])([CH3:11])[CH3:12])=[O:15])[CH2:21][CH2:20]1. Starting materials: C([O-])(O)=O.[Na+] (sodium bicarbonate), C1(CC1)C(=O)N1CCN2C3=C(CC1C2)C=CC(=C3)[N+](=O)[O-] (4-cyclopropanecarbonyl-9-nitro-3,4,5,6-tetrahydro-2H-1,5-methano-1,4-benzodiazocine), Cl (hydrochloric acid). The reagents and catalysts are [Fe] (Iron). The solvent is C(C)O (ethanol), O (water), O (water), C(C)O (ethanol). Reaction conditions: time 4 hour. Product: C1(CC1)C(=O)N1CCN2C3=C(CC1C2)C=CC(=C3)N (4-cyclopropanecarbonyl-9-amino-3,4,5,6-tetrahydro-2H-1,5-methano-1,4-benzodiazocine). Yield: 64.0%. As a reaction SMILES: [CH:1]1([C:4]([N:6]2[CH:13]3[CH2:14][N:9]([C:10]4[CH:18]=[C:17]([N+:19]([O-])=O)[CH:16]=[CH:15][C:11]=4[CH2:12]3)[CH2:8][CH2:7]2)=[O:5])[CH2:3][CH2:2]1.Cl.C(=O)(O)[O-].[Na+]>C(O)C.O.[Fe]>[CH:1]1([C:4]([N:6]2[CH:13]3[CH2:14][N:9]([C:10]4[CH:18]=[C:17]([NH2:19])[CH:16]=[CH:15][C:11]=4[CH2:12]3)[CH2:8][CH2:7]2)=[O:5])[CH2:2][CH2:3]1 |f:2.3|. Reported procedure: Iron powder (104 g.) was added to a warm (50° C.) solution of 4-cyclopropanecarbonyl-9-nitro-3,4,5,6-tetrahydro-2H-1,5-methano-1,4-benzodiazocine (75 g.) in ethanol (600 ml.) and water (300 ml.). The mixture was heated to reflux, then a solution of concentrated hydrochloric acid (45 ml.), ethanol (90 ml.) and water (90 ml.) was added dropwise. Stirring was continued for four hours after the addition was complete. The mixture was allowed to cool somewhat, then sodium bicarbonate (75 g.) was cauti... Reaction SMILES: [C:1](=[O:2])([O-:3])[O-:4].[CH3:34][O:35][CH2:36][CH2:37][Br:38].[K+:5].[K+:6].[O:39]=[CH:40][N:41]([CH3:42])[CH3:43].[n:7]1[cH:8][c:9]([NH:13][C:14](=[O:15])[N:16]2[CH2:17][CH:18]([O:20][c:21]3[n:22][cH:23][c:24](-[c:27]4[cH:28][c:29]([OH:33])[cH:30][cH:31][cH:32]4)[cH:25][cH:26]3)[CH2:19]2)[cH:10][cH:11][cH:12]1>>[n:7]1[cH:8][c:9]([NH:13][C:14](=[O:15])[N:16]2[CH2:17][CH:18]([O:20][c:21]3[n:22][cH:23][c:24](-[c:27]4[cH:28][c:29]([O:33][CH2:37][CH2:36][O:35][CH3:34])[cH:30][cH:31][cH:32]4)[cH:25][cH:26]3)[CH2:19]2)[cH:10][cH:11][cH:12]1. The reactants are O=C([O-])[O-], COCCBr, [K+], [K+], CN(C)C=O, O=C(Nc1cccnc1)N1CC(Oc2ccc(-c3cccc(O)c3)cn2)C1. Yields the product COCCOc1cccc(-c2ccc(OC3CN(C(=O)Nc4cccnc4)C3)nc2)c1. Reactants: C(C)(C)(C)[Si](OCCN1C=CC2=CC(=C(C=C12)N)C)(C)C (1-[2-(tert-Butyl-dimethyl-silanyloxy)-ethyl]-5-methyl-1H-indol-6-ylamine), FC1=CC=C(C=C1)[C@H]1C(=CNC(C1)=O)C(=O)Cl ((S)-4-(4-fluoro-phenyl)-6-oxo-1,4,5,6-tetrahydro-pyridine-3-carboxylic acid chloride). Reagents/catalysts: CN(C)C=1C=CN=CC1 (DMAP). The solvent is ClCCl (dichloromethane), ClCCl (dichloromethane), C(C)N(CC)CC (triethylamine). Run at temperature 0 celsius, time 1 hour. Yields the product C(C)(C)(C)[Si](OCCN1C=CC2=CC(=C(C=C12)NC(=O)C1=CNC(C[C@H]1C1=CC=C(C=C1)F)=O)C)(C)C ((S)-4-(4-fluoro-phenyl)-6-oxo-1,4,5,6-tetrahydro-pyridine-3-carboxylic acid {1-[2-(tert-butyl-dimethyl-silanyloxy)-ethyl]-5-methyl-1H-indol-6-yl}-amide). Reaction SMILES: [C:1]([Si:5]([CH3:21])([CH3:20])[O:6][CH2:7][CH2:8][N:9]1[C:17]2[C:12](=[CH:13][C:14]([CH3:19])=[C:15]([NH2:18])[CH:16]=2)[CH:11]=[CH:10]1)([CH3:4])([CH3:3])[CH3:2].[F:22][C:23]1[CH:28]=[CH:27][C:26]([C@@H:29]2[CH2:34][C:33](=[O:35])[NH:32][CH:31]=[C:30]2[C:36](Cl)=[O:37])=[CH:25][CH:24]=1>ClCCl.C(N(CC)CC)C.CN(C1C=CN=CC=1)C>[C:1]([Si:5]([CH3:21])([CH3:20])[O:6][CH2:7][CH2:8][N:9]1[C:17]2[C:12](=[CH:13][C:14]([CH3:19])=[C:15]([NH:18][C:36]([C:30]3[C@H:29]([C:26]4[CH:27]=[CH:28][C:23]([F:22])=[CH:24][CH:25]=4)[CH2:34][C:33](=[O:35])[NH:32][CH:31]=3)=[O:37])[CH:16]=2)[CH:11]=[CH:10]1)([CH3:4])([CH3:3])[CH3:2]. Reported procedure: 1-[2-(tert-Butyl-dimethyl-silanyloxy)-ethyl]-5-methyl-1H-indol-6-ylamine was dissolved in 10 ml dichloromethane and 0.25 ml triethylamine. The solution was cooled to 0° C. and 150 mg of (S)-4-(4-fluoro-phenyl)-6-oxo-1,4,5,6-tetrahydro-pyridine-3-carboxylic acid chloride in 1.5 ml dichloromethane was added. The resulting mixture was stirred at 0° C. for one hour, then at room temperature for two hours. DMAP (100 mg) was added and the mixture stirred for another hour. The reaction mixture was then...